Dataset: the Open Reaction Database (ORD), a public repository of structured organic reaction records. Task: describe an organic reaction: reactants, conditions, products, and yield The reactants are COC1=CC=C(OCC2SCCN2)C=C1 (2-(4-methoxy-phenoxymethyl)thiazolidine), ClCC(=O)Cl (α-chloro-acetylchloride), C([O-])(O)=O.[K+] (potassium bicarbonate). The solvent is C(C)(=O)OCC (ethyl acetate), C(C)(=O)OCC (ethyl acetate), O (water). The product is COC1=CC=C(OCC2SCCN2C(CCl)=O)C=C1 (2-(4-methoxy-phenoxymethyl)-3-α-chloroacetyl-thiazolidine). Reaction SMILES: C(=O)(O)[O-].[K+].[CH3:6][O:7][C:8]1[CH:20]=[CH:19][C:11]([O:12][CH2:13][CH:14]2[NH:18][CH2:17][CH2:16][S:15]2)=[CH:10][CH:9]=1.[Cl:21][CH2:22][C:23](Cl)=[O:24]>O.C(OCC)(=O)C>[CH3:6][O:7][C:8]1[CH:9]=[CH:10][C:11]([O:12][CH2:13][CH:14]2[N:18]([C:23](=[O:24])[CH2:22][Cl:21])[CH2:17][CH2:16][S:15]2)=[CH:19][CH:20]=1 |f:0.1|. Reported procedure: A solution of 26 g of potassium bicarbonate in 55 ml of water was added under storing stirring to a solution of 2-(4-methoxy-phenoxymethyl)thiazolidine (54,5 g) in 550 ml of ethyl acetate cooled at 0°-5° C. The mixture was added with a solution of α-chloro-acetylchloride (19,2 ml) in ethyl acetate (50 ml) for 1 hour, under strong stirring and external cooling. Stirring was continued for 2 more hours, then the phases were separated. After washing of the organic phase with water, 5% aqueous NaHCO3... The reactants are CNC(=N)NC(=O)Nc1c(C)ccc(OCc2ccccc2)c1C, CO, CCO, Cl, Cl. Yields the product Cl, CNC(=N)NC(=O)Nc1c(C)ccc(O)c1C. As a reaction SMILES: [CH2:2]([c:3]1[cH:4][cH:5][cH:6][cH:7][cH:8]1)[O:9][c:10]1[c:11]([CH3:25])[c:12]([NH:17][C:18](=[O:19])[NH:20][C:21]([NH:22][CH3:23])=[NH:24])[c:13]([CH3:16])[cH:14][cH:15]1.[CH3:27][OH:28].[CH3:29][CH2:30][OH:31].[ClH:1].[ClH:26]>>[ClH:1].[OH:9][c:10]1[c:11]([CH3:25])[c:12]([NH:17][C:18](=[O:19])[NH:20][C:21]([NH:22][CH3:23])=[NH:24])[c:13]([CH3:16])[cH:14][cH:15]1. Reactants: CCOC(C)=O, COc1ccc(C(CO)N=[N+]=[N-])cn1. Product: COc1ccc(C(N)CO)cn1. RXN SMILES: [CH3:15][CH2:16][O:17][C:18]([CH3:19])=[O:20].[N:1](=[N+:2]=[N-:3])[CH:4]([CH2:5][OH:6])[c:7]1[cH:8][n:9][c:10]([O:13][CH3:14])[cH:11][cH:12]1>>[NH2:1][CH:4]([CH2:5][OH:6])[c:7]1[cH:8][n:9][c:10]([O:13][CH3:14])[cH:11][cH:12]1. Reactants: C(C)OC(CNC)=O (N-methylglycine ethyl ester), Cl(=O)(=O)(=O)[O-].CSC1=[S+]C=CS1 (2-methylthio-1,3-dithiolium perchlorate). Solvent: O1CCCC1 (tetrahydrofuran). Yields the product Cl(=O)(=O)(=O)[O-].S1C(SC=C1)=[N+](CC(=O)OCC)C (N-(1,3-dithiol-2-ylidene)-N-methyl-N-ethoxycarbonylmethylammonium perchlorate). Yield: 66.5%. Reaction SMILES: [CH2:1]([O:3][C:4](=[O:8])[CH2:5][NH:6][CH3:7])[CH3:2].[Cl:9]([O-:13])(=[O:12])(=[O:11])=[O:10].CS[C:16]1[S:20][CH:19]=[CH:18][S+:17]=1>O1CCCC1>[Cl:9]([O-:13])(=[O:12])(=[O:11])=[O:10].[S:17]1[CH:18]=[CH:19][S:20][C:16]1=[N+:6]([CH3:7])[CH2:5][C:4]([O:3][CH2:1][CH3:2])=[O:8] |f:1.2,4.5|. Procedure details: To 30 ml of tetrahydrofuran, 1.4 g of N-methylglycine ethyl ester was dissolved, and 2.0 g of 2-methylthio-1,3-dithiolium perchlorate was gradually added thereto under stirring at room temperature. The mixture was stirred at room temperature for 1 hour, and the precipitated crystals were collected by filtration and recrystallized from acetone-ethyl ether, whereby 1.7 g (yield: 67%) of N-(1,3-dithiol-2-ylidene)-N-methyl-N-ethoxycarbonylmethylammonium perchlorate (Compound No. 1) was obtained as c...